Dataset: the Open Reaction Database (ORD), a public repository of structured organic reaction records. Task: describe an organic reaction: reactants, conditions, products, and yield Reactants: [OH-].[K+] (KOH), C(C)OC(C(C(=O)OCC)F)=O (2-fluoro-malonic acid diethyl ester). Run in CO (methanol). Reaction conditions: time 4 hour. Product: COC(C(C(=O)O)F)=O (2-fluoro-malonic acid monomethyl ester). Yield: 91.4%. RXN SMILES: [OH-].[K+].[CH2:3]([O:5][C:6](=[O:14])[CH:7]([F:13])[C:8]([O:10]CC)=[O:9])C>CO>[CH3:3][O:5][C:6](=[O:14])[CH:7]([F:13])[C:8]([OH:10])=[O:9] |f:0.1|. Procedure details: KOH (38 mg, 0.67 mmol) was added to a solution 2-fluoro-malonic acid diethyl ester (100 mg, 0.563 mmol) in methanol (0.7 mL). The reaction mixture was stirred for 4 hours at ambient temperature then concentrated. The residue was diluted with water, acidified with conc. HCl, and the product was extracted with dichloromethane. The organic layer was dried over sodium sulfate and concentrated under reduced pressure to afford 70 mg (77%) of 2-fluoro-malonic acid monomethyl ester The reactants are [Si](C)(C)(C(C)(C)C)OC(CCCCCCC1=CC=CC=C1)C=1OC(=CN1)C1=CC=C(C=C1)[N+](=O)[O-] (2-(1-(tert-Butyldimethylsilyloxy)-7-phenylheptyl)-5-(4-nitrophenyl)oxazole), [Si](C)(C)(C(C)(C)C)OC(CCCCCCC1=CC=CC=C1)C=1OC(=CN1)[Sn](CCCC)(CCCC)CCCC (2-(1-(tert-butyldimethylsilyloxy)-7-phenylheptyl)-5-(tributylstannyl)oxazole), IC1=CC=C(C=C1)[N+](=O)[O-] (1-iodo-4-nitrobenzene). The product is EtOAc hexanes, [N+](=O)([O-])C1=CC=C(C=C1)C1=CN=C(O1)C(CCCCCCC1=CC=CC=C1)=O (1-(5-(4-Nitrophenyl)oxazol-2-yl)-7-phenylheptan-1-one). The yield is 100.0%. As a reaction SMILES: [Si]([O:8][CH:9]([C:22]1[O:23][C:24]([C:27]2[CH:32]=[CH:31][C:30]([N+:33]([O-:35])=[O:34])=[CH:29][CH:28]=2)=[CH:25][N:26]=1)[CH2:10][CH2:11][CH2:12][CH2:13][CH2:14][CH2:15][C:16]1[CH:21]=[CH:20][CH:19]=[CH:18][CH:17]=1)(C(C)(C)C)(C)C.[Si](OC(C1OC([Sn](CCCC)(CCCC)CCCC)=CN=1)CCCCCCC1C=CC=CC=1)(C(C)(C)C)(C)C.IC1C=CC([N+]([O-])=O)=CC=1>>[N+:33]([C:30]1[CH:29]=[CH:28][C:27]([C:24]2[O:23][C:22]([C:9](=[O:8])[CH2:10][CH2:11][CH2:12][CH2:13][CH2:14][CH2:15][C:16]3[CH:17]=[CH:18][CH:19]=[CH:20][CH:21]=3)=[N:26][CH:25]=2)=[CH:32][CH:31]=1)([O-:35])=[O:34]. Procedure: 2-(1-(tert-Butyldimethylsilyloxy)-7-phenylheptyl)-5-(4-nitrophenyl)oxazole. The title compound was prepared from 2-(1-(tert-butyldimethylsilyloxy)-7-phenylheptyl)-5-(tributylstannyl)oxazole (90 mg, 0.136 mmol) and 1-iodo-4-nitrobenzene following General Procedure A. Flash chromatography (5-10% EtOAc/hexanes) yielded the title compound as a yellow oil (67 mg, 100%): 1H NMR (CDCl3, 500 MHz) δ 8.28 (d, 2H, J=9.0 Hz), 7.78 (d, 2H, J=9.0 Hz), 7.48 (s, 1H), 7.27-7.24 (m, 2H), 7.17-7.15 (m, 3H), 4.87 (... RXN SMILES: [CH3:1][c:2]1[n:3][cH:4][c:5]([C:8](=[O:9])[OH:10])[n:6][cH:7]1.[NH2:11][CH:12]1[CH2:13][N:14]([S:35](=[O:36])(=[O:37])[c:38]2[c:39]([Cl:45])[cH:40][c:41]([Cl:44])[cH:42][cH:43]2)[CH:15]2[N:16]([C:17]1=[O:18])[CH:19]([CH2:27][c:28]1[cH:29][cH:30][c:31]([Cl:34])[cH:32][cH:33]1)[C:20](=[O:26])[N:21]([CH:23]([CH3:24])[CH3:25])[CH2:22]2>>[CH3:1][c:2]1[n:3][cH:4][c:5]([C:8](=[O:10])[NH:11][CH:12]2[CH2:13][N:14]([S:35](=[O:36])(=[O:37])[c:38]3[c:39]([Cl:45])[cH:40][c:41]([Cl:44])[cH:42][cH:43]3)[CH:15]3[N:16]([C:17]2=[O:18])[CH:19]([CH2:27][c:28]2[cH:29][cH:30][c:31]([Cl:34])[cH:32][cH:33]2)[C:20](=[O:26])[N:21]([CH:23]([CH3:24])[CH3:25])[CH2:22]3)[n:6][cH:7]1. Starting materials: Cc1cnc(C(=O)O)cn1, CC(C)N1CC2N(C(=O)C(N)CN2S(=O)(=O)c2ccc(Cl)cc2Cl)C(Cc2ccc(Cl)cc2)C1=O. Product: Cc1cnc(C(=O)NC2CN(S(=O)(=O)c3ccc(Cl)cc3Cl)C3CN(C(C)C)C(=O)C(Cc4ccc(Cl)cc4)N3C2=O)cn1. Reactants: [OH-].[K+] (Potassium hydroxide), O (water), CCCCCCC (heptane), C(C=C)OC(C(C(=O)[O-])(CC)CC)=O (Allyldiethylmalonate). Procedure details: Potassium hydroxide (15.6 g, 0.28 mol), 15 ml of distilled water and 50 ml of heptane are added to a round bottom flask. Allyldiethylmalonate (22.0 g, 1.1 mol) is added slowly to the reaction mixture with stirring and refluxed for sufficient time to complete hydrolysis. Ethanol is removed with a rotoevaporator. The resultant product is cooled in a beaker and acidified with sulfuric acid. The final solution is extracted with diethylether. The ether layer is collected, dried over MgSO4, and ether ... Yields the product C(C=C)C(C(=O)O)C(=O)O (allylmalonic acid). RXN SMILES: [OH-].[K+].O.C([O:7][C:8](=[O:17])[C:9]([CH2:15][CH3:16])(CC)[C:10]([O-:12])=[O:11])C=C.[CH3:18]CCCCCC>>[CH2:15]([CH:9]([C:8]([OH:7])=[O:17])[C:10]([OH:12])=[O:11])[CH:16]=[CH2:18] |f:0.1|. The reactants are CCOC(C)=O, CSc1ccc(C(=CC2CCCC2)C(=O)Nc2nccs2)cn1, ClCCl, O=C(OO)c1cccc(Cl)c1. Yields the product CS(=O)c1ccc(C(=CC2CCCC2)C(=O)Nc2nccs2)cn1. Reaction SMILES: [CH3:38][CH2:39][O:40][C:41]([CH3:42])=[O:43].[CH:12]1([CH:17]=[C:18]([C:19](=[O:20])[NH:21][c:22]2[s:23][cH:24][cH:25][n:26]2)[c:27]2[cH:28][n:29][c:30]([S:33][CH3:34])[cH:31][cH:32]2)[CH2:13][CH2:14][CH2:15][CH2:16]1.[Cl:35][CH2:36][Cl:37].[OH:1][O:2][C:3]([c:4]1[cH:5][c:6]([Cl:7])[cH:8][cH:9][cH:10]1)=[O:11]>>[O:1]=[S:33]([c:30]1[n:29][cH:28][c:27]([C:18](=[CH:17][CH:12]2[CH2:13][CH2:14][CH2:15][CH2:16]2)[C:19](=[O:20])[NH:21][c:22]2[s:23][cH:24][cH:25][n:26]2)[cH:32][cH:31]1)[CH3:34]. The reactants are [OH-].[Na+] (sodium hydroxide), O (water), COC=1C=C(C=C(C1OC)OC)O (3,4,5-trimethoxyphenol), C(Cl)C1CO1 (epichlorohydrin). Reported procedure: In a suitable reaction vessel fitted with an attachment for the azeotropic separation of water, 18.4 g (0.1 mole) of 3,4,5-trimethoxyphenol are brought to the boil with 37 g (0.4 mole) of epichlorohydrin, followed by the dropwise addition over a period of 30 minutes of 10 g (0.1 mole) of 40% sodium hydroxide, the water being simultaneously removed azeotropically from the circuit. After the sodium hydroxide has been added, the mixture is left to react for 1 hour at boiling temperature, subsequent... The solvent is C1(=CC=CC=C1)C (toluene). RXN SMILES: [OH2:1].[CH3:2][O:3][C:4]1[CH:5]=[C:6]([OH:14])[CH:7]=[C:8]([O:12][CH3:13])[C:9]=1[O:10][CH3:11].[CH2:15]([CH:17]1[O:19][CH2:18]1)Cl.[OH-].[Na+]>C1(C)C=CC=CC=1>[CH2:15]([O:1][O:14][C:6]1[CH:7]=[C:8]([O:12][CH3:13])[C:9]([O:10][CH3:11])=[C:4]([O:3][CH3:2])[CH:5]=1)[CH:17]1[O:19][CH2:18]1 |f:3.4|. Yields the product C(C1CO1)OOC1=CC(=C(C(=C1)OC)OC)OC (3,4,5-trimethoxyphenoxy glycidyl ether). The reactants are ClCCl, CC(C)(C)OC(=O)CN1CCN(Cc2ccccc2)C1=O, O=C(O)C(F)(F)F. The product is O=C(O)CN1CCN(Cc2ccccc2)C1=O. RXN SMILES: [Cl:29][CH2:30][Cl:31].[O:1]=[C:2]1[N:3]([CH2:14][C:15](=[O:16])[O:17][C:18]([CH3:19])([CH3:20])[CH3:21])[CH2:4][CH2:5][N:6]1[CH2:7][c:8]1[cH:9][cH:10][cH:11][cH:12][cH:13]1.[OH:22][C:23]([C:24]([F:25])([F:26])[F:27])=[O:28]>>[O:1]=[C:2]1[N:3]([CH2:14][C:15](=[O:16])[OH:17])[CH2:4][CH2:5][N:6]1[CH2:7][c:8]1[cH:9][cH:10][cH:11][cH:12][cH:13]1. The reactants are CCCCO, Cc1nc(N)nc(Cl)c1C#CCNC(=O)OC(C)(C)C, CCCCC(N)CCO. Product: CCCCC(CCO)Nc1nc(N)nc(C)c1C#CCNC(=O)OC(C)(C)C. Reaction SMILES: [CH3:30][CH2:31][CH2:32][CH2:33][OH:34].[NH2:1][c:2]1[n:3][c:4]([CH3:20])[c:5]([C:9]#[C:10][CH2:11][NH:12][C:13]([O:14][C:15]([CH3:16])([CH3:17])[CH3:18])=[O:19])[c:6]([Cl:8])[n:7]1.[NH2:21][CH:22]([CH2:23][CH2:24][OH:25])[CH2:26][CH2:27][CH2:28][CH3:29]>>[NH2:1][c:2]1[n:3][c:4]([CH3:20])[c:5]([C:9]#[C:10][CH2:11][NH:12][C:13]([O:14][C:15]([CH3:16])([CH3:17])[CH3:18])=[O:19])[c:6]([NH:21][CH:22]([CH2:23][CH2:24][OH:25])[CH2:26][CH2:27][CH2:28][CH3:29])[n:7]1. Starting materials: BrBr (bromine), O (water), CC=1C=2N(C=CN1)C(=NC2)C2CCN(CC2)C2CCOCC2 (8-Methyl-3-(1-(tetrahydro-2H-pyran-4-yl)piperidin-4-yl)imidazo[1,5-a]pyrazine), C(C)(=O)O (acetic acid). Solvent: ClCCl (dichloromethane), ClCCl (dichloromethane). The product is BrC=1N=C(N2C1C(=NC=C2)C)C2CCN(CC2)C2CCOCC2 (1-bromo-8-methyl-3-(1-(tetrahydro-2H-pyran-4-yl)piperidin-4-yl)imidazo[1,5-a]pyrazine). Yield: 76.6%. Reaction SMILES: [CH3:1][C:2]1[C:3]2[N:4]([C:8]([CH:11]3[CH2:16][CH2:15][N:14]([CH:17]4[CH2:22][CH2:21][O:20][CH2:19][CH2:18]4)[CH2:13][CH2:12]3)=[N:9][CH:10]=2)[CH:5]=[CH:6][N:7]=1.C(O)(=O)C.[Br:27]Br.O>ClCCl>[Br:27][C:10]1[N:9]=[C:8]([CH:11]2[CH2:12][CH2:13][N:14]([CH:17]3[CH2:22][CH2:21][O:20][CH2:19][CH2:18]3)[CH2:15][CH2:16]2)[N:4]2[CH:5]=[CH:6][N:7]=[C:2]([CH3:1])[C:3]=12. Procedure: 8-Methyl-3-(1-(tetrahydro-2H-pyran-4-yl)piperidin-4-yl)imidazo[1,5-a]pyrazine (0.303 mmol, 91 mg) was dissolved in dichloromethane (2 ml) and acetic acid (30.3 mmol, 1.734 ml). With stirring, bromine (0.303 mmol, 0.016 ml) in dichloromethane (0.2 mL) was added. After stirring at room temperature for one hour water was added and the mixture concentrated in vacuo. To the residue was added saturated aqueous sodium hydrogencarbonate and the mixture extracted twice with dichloromethane/methanol. The ... The reactants are C1=C(C=CC2=CC=CC=C12)C1(C2=CC=CC=C2C=2C=CC=CC12)O (9-(2-naphthyl)-9H-fluoren-9-ol), COC([C@@H](NC(=O)OCC1C2=CC=CC=C2C=2C=CC=CC12)[C@H](O)C)=O (Nα -(9-fluorenylmethoxycarbonyl)-L-threonine methyl ester). The product is C1=C(C=CC2=CC=CC=C12)C1(C2=CC=CC=C2C=2C=CC=CC12)O[C@@H]([C@H](N)C(=O)O)C (O-[9-(2-Naphthyl)-9H-fluoren-9-yl]-L-threonine). As a reaction SMILES: [CH:1]1[C:10]2[C:5](=[CH:6][CH:7]=[CH:8][CH:9]=2)[CH:4]=[CH:3][C:2]=1[C:11]1([OH:24])[C:23]2[CH:22]=[CH:21][CH:20]=[CH:19][C:18]=2[C:17]2[C:12]1=[CH:13][CH:14]=[CH:15][CH:16]=2.C[O:26][C:27](=[O:50])[C@H:28]([C@@H:47]([CH3:49])O)[NH:29]C(OCC1C2C=CC=CC=2C2C1=CC=CC=2)=O>>[CH:1]1[C:10]2[C:5](=[CH:6][CH:7]=[CH:8][CH:9]=2)[CH:4]=[CH:3][C:2]=1[C:11]1([O:24][C@H:47]([CH3:49])[C@@H:28]([C:27]([OH:50])=[O:26])[NH2:29])[C:12]2[CH:13]=[CH:14][CH:15]=[CH:16][C:17]=2[C:18]2[C:23]1=[CH:22][CH:21]=[CH:20][CH:19]=2. Procedure details: from 9-(2-naphthyl)-9H-fluoren-9-ol (Example 3p) and Nα -(9-fluorenylmethoxycarbonyl)-L-threonine methyl ester;